From a dataset of the Open Reaction Database (ORD), a public repository of structured organic reaction records. describe an organic reaction: reactants, conditions, products, and yield Starting materials: C(C1=CC=CC=C1)(=O)Cl (benzoyl chloride), C[C@H](CCCC(C)C)[C@H]1CC[C@@H]\2[C@@]1(CCC/C2=C\C=C/3\C[C@H](CCC3=C)O)C (7-dehydrocholesterol), ice water. Run in N1=CC=CC=C1 (pyridine). Run at time 20 minute. The product is C(C1=CC=CC=C1)(=O)O[C@@H]1C[C@@H]2CC[C@H]3[C@@H]4CC[C@H]([C@@H](CCCC(C)C)C)[C@]4(CC[C@@H]3[C@]2(CC1)C)C (3β-Benzoyloxy-5α-Cholestane). As a reaction SMILES: [CH3:1][C@@H:2]([C@@H:9]1[C@@:13]2([CH3:28])[CH2:14][CH2:15][CH2:16]/[C:17](=[CH:18]\[CH:19]=[C:20]3\[CH2:21][C@@H:22]([OH:27])[CH2:23][CH2:24][C:25]\3=[CH2:26])/[C@@H:12]2[CH2:11][CH2:10]1)[CH2:3][CH2:4][CH2:5][CH:6]([CH3:8])[CH3:7].[C:29](Cl)(=[O:36])[C:30]1[CH:35]=[CH:34][CH:33]=[CH:32][CH:31]=1>N1C=CC=CC=1>[C:29]([O:27][C@H:22]1[CH2:23][CH2:24][C@@:25]2([CH3:26])[C@@H:20]([CH2:19][CH2:18][C@@H:17]3[C@@H:16]2[CH2:15][CH2:14][C@@:13]2([CH3:28])[C@H:12]3[CH2:11][CH2:10][C@@H:9]2[C@H:2]([CH3:1])[CH2:3][CH2:4][CH2:5][CH:6]([CH3:7])[CH3:8])[CH2:21]1)(=[O:36])[C:30]1[CH:35]=[CH:34][CH:33]=[CH:32][CH:31]=1. Procedure details: To a solution of 7-dehydrocholesterol (1, 50.0 g, 0.13 mol; Aldrich Chemical Co.) dissolved in dry pyridine (120 mL) was added, with stirring, benzoyl chloride (28 mL, 34.1 g, 0.24 mol). After the addition, the reaction mixture was heated at reflux for 5 min and was then left at ambient temperature for 20 min. The reaction mixture was poured with stirring into ice water (1.5 L). The precipitate was allowed to rest for 1 h and was then taken up on a filter and washed successively with water (350 ... Starting materials: O=C(O)C1CCCC1C(=O)c1ccc(Br)cc1, O=C([O-])[O-], [Cs+], [Cs+], Fc1cc(I)ccc1Nc1nc2ccc(Cl)cc2s1, [K+], CC(=O)[O-], CN(C)C=O, O. Product: O=C(O)C1CCCC1C(=O)c1ccc(-c2ccc(Nc3nc4ccc(Cl)cc4s3)c(F)c2)cc1. As a reaction SMILES: [Br:25][c:26]1[cH:27][cH:28][c:29]([C:30](=[O:31])[CH:32]2[CH:33]([C:37](=[O:38])[OH:39])[CH2:34][CH2:35][CH2:36]2)[cH:40][cH:41]1.[C:42](=[O:43])([O-:44])[O-:45].[Cs+:46].[Cs+:47].[I:1][c:2]1[cH:3][c:4]([F:19])[c:5]([NH:8][c:9]2[s:10][c:11]3[c:12]([n:13]2)[cH:14][cH:15][c:16]([Cl:18])[cH:17]3)[cH:6][cH:7]1.[K+:24].[O-:20][C:21]([CH3:22])=[O:23].[O:48]=[CH:49][N:50]([CH3:51])[CH3:52].[OH2:53]>>[c:2]1(-[c:26]2[cH:27][cH:28][c:29]([C:30](=[O:31])[CH:32]3[CH:33]([C:37](=[O:38])[OH:39])[CH2:34][CH2:35][CH2:36]3)[cH:40][cH:41]2)[cH:3][c:4]([F:19])[c:5]([NH:8][c:9]2[s:10][c:11]3[c:12]([n:13]2)[cH:14][cH:15][c:16]([Cl:18])[cH:17]3)[cH:6][cH:7]1. Starting materials: C1CCOC1, OC(c1ccc(CNCCc2ccc(Cl)c(Cl)c2)cc1)(C(F)(F)F)C(F)(F)F, O=C(NCCc1cccc(C(F)(F)F)c1)c1ccc(C(F)(F)F)c(Cl)c1. Product: FC(F)(F)c1cccc(CCNCc2ccc(C(F)(F)F)c(Cl)c2)c1. As a reaction SMILES: [CH2:55]1[O:56][CH2:57][CH2:58][CH2:59]1.[Cl:1][c:2]1[cH:3][c:4]([CH2:5][CH2:6][NH:7][CH2:8][c:9]2[cH:10][cH:11][c:12]([C:13]([OH:14])([C:15]([F:16])([F:17])[F:18])[C:19]([F:20])([F:21])[F:22])[cH:23][cH:24]2)[cH:25][cH:26][c:27]1[Cl:28].[Cl:29][c:30]1[cH:31][c:32]([C:33](=[O:34])[NH:35][CH2:36][CH2:37][c:38]2[cH:39][c:40]([C:44]([F:45])([F:46])[F:47])[cH:41][cH:42][cH:43]2)[cH:48][cH:49][c:50]1[C:51]([F:52])([F:53])[F:54]>>[Cl:29][c:30]1[cH:31][c:32]([CH2:33][NH:35][CH2:36][CH2:37][c:38]2[cH:39][c:40]([C:44]([F:45])([F:46])[F:47])[cH:41][cH:42][cH:43]2)[cH:48][cH:49][c:50]1[C:51]([F:52])([F:53])[F:54]. Starting materials: C(Cl)Cl (CH2Cl2), aldehyde, Cl.COC=1C=C2C(=CC(OC2=CC1)=O)NC1CCNCC1 (6-methoxy-4-(piperidin-4-ylamino)-chromen-2-one hydrochloride), aldehyde. Run in CO (MeOH), same solvent. Run at temperature 60 celsius, time 12 hour. The product is N1CCC(CC1)NC1=CC(OC2=CC=CC=C12)=O (4-(Piperidin-4-ylamino)-chromen-2-one). RXN SMILES: Cl.CO[C:4]1[CH:5]=[C:6]2[C:11](=[CH:12][CH:13]=1)[O:10][C:9](=[O:14])[CH:8]=[C:7]2[NH:15][CH:16]1[CH2:21][CH2:20][NH:19][CH2:18][CH2:17]1.C(Cl)Cl>CO>[NH:19]1[CH2:20][CH2:21][CH:16]([NH:15][C:7]2[C:6]3[C:11](=[CH:12][CH:13]=[CH:4][CH:5]=3)[O:10][C:9](=[O:14])[CH:8]=2)[CH2:17][CH2:18]1 |f:0.1|. Procedure details: To a 4 mL screw cap vial charged with MP-BH3CN resin (Argonaut Technologies, loading 2.32 mmol/g; 0.056 g; 2 eq.) and 6-methoxy-4-(piperidin-4-ylamino)-chromen-2-one hydrochloride (I)(0.020 g, 0.064 mmol) a solution of the corresponding aldehyde (1.5 eq.) in 1.0 mL of 1:1 MeOH:CH2Cl2(1% AcOH) was added. The resulting mixture was agitated at 60° C. for 12 h. Then, additional MP-BH3CN resin (0.028 g; 1 eq.) was added followed by a solution of the aldehyde (0.75 eq.) in 0.5 mL of the same solvent. ... Starting materials: solution, C(C)OC(C1=CN=C(C(=C1)Cl)N(CC)CC)=O (5-chloro-6-diethylamino-nicotinic acid ethyl ester), Pd(dppf), Pd(dppf), C(C)[Zn]CC (diethyl zinc), C(C)[Zn]CC (diethyl zinc), solution. The solvent is C1(=CC=CC=C1)C (toluene), O1CCOCC1 (dioxane), C1(=CC=CC=C1)C (toluene). Conditions: time 24 hour. Yields the product C(C)OC(C1=CN=C(C(=C1)CC)N(CC)CC)=O (6-diethylamino-5-ethyl-nicotinic acid ethyl ester). Reaction SMILES: [CH2:1]([O:3][C:4](=[O:17])[C:5]1[CH:10]=[C:9](Cl)[C:8]([N:12]([CH2:15][CH3:16])[CH2:13][CH3:14])=[N:7][CH:6]=1)[CH3:2].[CH2:18]([Zn]CC)[CH3:19]>O1CCOCC1.C1(C)C=CC=CC=1>[CH2:1]([O:3][C:4](=[O:17])[C:5]1[CH:10]=[C:9]([CH2:18][CH3:19])[C:8]([N:12]([CH2:15][CH3:16])[CH2:13][CH3:14])=[N:7][CH:6]=1)[CH3:2]. Reported procedure: To a solution of 5-chloro-6-diethylamino-nicotinic acid ethyl ester (2.96 g, 11.5 mmol) in dioxane (50 mL), Pd(dppf) (470 mg, 0.576 mmol) is added under argon. To this mixture, diethyl zinc (8.53 g, 69.1 mmol, as a 1.1 M solution in toluene) is added dropwise. The mixture is stirred at 75° C. for 16 h before another portion of Pd(dppf) 94 mg, 0.115 mmol) and diethyl zinc (1.42 g, 11.5 mmol, as a 1.1 M solution in toluene) is added. Stirring is continued at 75° C. for 24 h. The reaction mixture i... Reactants: FC=1C=C(C=CC1F)NC(C)=O (N-(3,4-difluorophenyl)acetamide), [N+](=O)(O)[O-] (nitric acid), ice water. The solvent is S(O)(O)(=O)=O (sulfuric acid). Product: FC1=CC(=C(C=C1F)NC(C)=O)[N+](=O)[O-] (N-(4,5-difluoro-2-nitrophenyl)acetamide). As a reaction SMILES: [F:1][C:2]1[CH:3]=[C:4]([NH:9][C:10](=[O:12])[CH3:11])[CH:5]=[CH:6][C:7]=1[F:8].[N+:13]([O-])([OH:15])=[O:14]>S(=O)(=O)(O)O>[F:8][C:7]1[C:2]([F:1])=[CH:3][C:4]([NH:9][C:10](=[O:12])[CH3:11])=[C:5]([N+:13]([O-:15])=[O:14])[CH:6]=1. Procedure details: To a solution of N-(3,4-difluorophenyl)acetamide (48 g) in concentrated sulfuric acid (140 ml) was added dropwise concentrated nitric acid (d 1.42, 56 ml) at -1° to 3° C. during 50 minutes with stirring in an ice-salt bath. After stirring for 1.5 hours at 3° to 16° C., the reaction mixture was poured into ice water (560 ml). The resulting precipitate was collected by filtration, washed with chilled water sufficiently to give N-(4,5-difluoro-2-nitrophenyl)acetamide (55.3 g). Reactants: FC1=CC(=C(C(=O)O)C=C1)OC (4-fluoro-2-methoxybenzoic acid), S(=O)(Cl)Cl (thionyl chloride), CO (methanol), resultant mixture. The product is FC1=CC(=C(C(=O)OC)C=C1)OC (methyl 4-fluoro-2-methoxybenzoate). The yield is 70.0%. RXN SMILES: [F:1][C:2]1[CH:10]=[CH:9][C:5]([C:6]([OH:8])=[O:7])=[C:4]([O:11][CH3:12])[CH:3]=1.S(Cl)(Cl)=O.[CH3:17]O>>[F:1][C:2]1[CH:10]=[CH:9][C:5]([C:6]([O:8][CH3:17])=[O:7])=[C:4]([O:11][CH3:12])[CH:3]=1. Reported procedure: To a solution of 4-fluoro-2-methoxybenzoic acid (1.7 g, 10 mmol) in methanol (100 mL) was added thionyl chloride (5.73 g, 48 mmol) at 0° C. The resultant mixture was stirred for 12 hours and then solvent was evaporated in vacuo. To the residue, saturated sodium bicarbonate aqueous solution (50 mL) was added and the mixture was extracted with ethyl acetate (100 mL×3). The organic phase was dried by sodium sulfate. The mixture was filtered and the filtrate was concentrated in vacuo to give methyl ...